describe an organic reaction: reactants, conditions, products, and yield From a dataset of the Open Reaction Database (ORD), a public repository of structured organic reaction records. RXN SMILES: [CH2:1]([O:3][C:4](=[O:24])[CH:5]=[C:6]([C:13]1[CH:21]=[C:20]2[C:16]([CH:17]=[CH:18][NH:19]2)=[CH:15][C:14]=1[O:22][CH3:23])[C:7]1[CH:12]=[CH:11][CH:10]=[CH:9][CH:8]=1)[CH3:2].C(OC(=O)CC(C1C=CC=C2C=1C(C#N)=CN2)C1C=CC=CC=1)C>>[CH2:1]([O:3][C:4](=[O:24])[CH2:5][CH:6]([C:13]1[CH:21]=[C:20]2[C:16]([CH:17]=[CH:18][NH:19]2)=[CH:15][C:14]=1[O:22][CH3:23])[C:7]1[CH:12]=[CH:11][CH:10]=[CH:9][CH:8]=1)[CH3:2]. Reported procedure: 3-(5-Methoxy-1H-indol-6-yl)-3-phenyl-propionic acid ethyl ester CXXXIV was prepared from 3-(5-methoxy-1H-indol-6-yl)-3-phenyl-acrylic acid ethyl ester using the procedure described above for preparation of 3-(3-Cyano-1H-Indol-4-yl)-3-phenyl-propionic acid ethyl ester LIX (Example 14) Starting materials: C(C)OC(C=C(C1=CC=CC=C1)C1=C(C=C2C=CNC2=C1)OC)=O (3-(5-methoxy-1H-indol-6-yl)-3-phenyl-acrylic acid ethyl ester), C(C)OC(CC(C1=CC=CC=C1)C1=C2C(=CNC2=CC=C1)C#N)=O (3-(3-Cyano-1H-Indol-4-yl)-3-phenyl-propionic acid ethyl ester). Product: C(C)OC(CC(C1=CC=CC=C1)C1=C(C=C2C=CNC2=C1)OC)=O (3-(5-Methoxy-1H-indol-6-yl)-3-phenyl-propionic acid ethyl ester).